Dataset: the Open Reaction Database (ORD), a public repository of structured organic reaction records. Task: describe an organic reaction: reactants, conditions, products, and yield Starting materials: NC(CC(CC(C(=O)OCC)(C(=O)OCC)NC=O)=C)C(=O)OCC (triethyl 5-amino-1-(formylamino)-3-methylene-1,1,5-pentanetricarboxylate), ClC(=CC)C (chloro-methylpropene), C(C=C)Br (allyl bromide). Run in C(C)(=O)OCC.C(C)O (ethyl acetate ethanol). The product is NC(CC=CC(C(=O)OCC)(C(=O)OCC)NC=O)C(=O)OCC (triethyl 5-amino-1-formylamino-2-pentene-1,1,5-tricarboxylate). Reaction SMILES: [NH2:1][CH:2]([C:21]([O:23][CH2:24][CH3:25])=[O:22])[CH2:3][C:4](=C)[CH2:5][C:6]([NH:17][CH:18]=[O:19])([C:12]([O:14][CH2:15][CH3:16])=[O:13])[C:7]([O:9][CH2:10][CH3:11])=[O:8].ClC(C)=CC.C(Br)C=C>C(OCC)(=O)C.C(O)C>[NH2:1][CH:2]([C:21]([O:23][CH2:24][CH3:25])=[O:22])[CH2:3][CH:4]=[CH:5][C:6]([NH:17][CH:18]=[O:19])([C:12]([O:14][CH2:15][CH3:16])=[O:13])[C:7]([O:9][CH2:10][CH3:11])=[O:8] |f:3.4|. Procedure details: Using the procedure for the preparation of triethyl 5-amino-1-(formylamino)-3-methylene-1,1,5-pentanetricarboxylate, chloro-methylpropene replaced the allyl bromide to obtain the expected product in the form of an oil with an Rf=0.4 in ethyl acetate/ethanol 4:1. Starting materials: C(#N)C(C(=O)OCC)C(C=1C(=NC=CC1)NC1=CC(=CC=C1)C(F)(F)F)=O (Ethyl 2-cyano-3-oxo-3-(2-{[3-(trifluoromethyl)phenyl]amino}-3-pyridinyl)propanoate), Cl (HCl), [OH-].[Na+] (NaOH). Run in C(C)(=O)O (acetic acid). Product: NC=1N(C2=NC=CC=C2C(C1)=O)C1=CC(=CC=C1)C(F)(F)F (2-Amino-1-[3-(trifluoromethyl)phenyl]-1,8-naphthyridin-4(1H)-one). The yield is 54.4%. Reaction SMILES: [C:1]([CH:3]([C:9](=[O:27])[C:10]1[C:11]([NH:16][C:17]2[CH:22]=[CH:21][CH:20]=[C:19]([C:23]([F:26])([F:25])[F:24])[CH:18]=2)=[N:12][CH:13]=[CH:14][CH:15]=1)C(OCC)=O)#[N:2].Cl.[OH-].[Na+]>C(O)(=O)C>[NH2:2][C:1]1[N:16]([C:17]2[CH:22]=[CH:21][CH:20]=[C:19]([C:23]([F:26])([F:25])[F:24])[CH:18]=2)[C:11]2[C:10]([C:9](=[O:27])[CH:3]=1)=[CH:15][CH:14]=[CH:13][N:12]=2 |f:2.3|. Reported procedure: Ethyl 2-cyano-3-oxo-3-(2-{[3-(trifluoromethyl)phenyl]amino}-3-pyridinyl)propanoate (2.0 g, 5.3 mmol) was heated to 120° C. in a mixture of conc. HCl (4 mL) and glacial acetic acid (2 mL) for 3 h. The reaction mixture was cooled to room temperature, and neutralized by slow addition of NaOH pellets. The mixture was extracted with CH2Cl2 (3×). The combined organic extracts were washed with saturated aqueous NaHCO3 (10 mL) and brine (10 mL), dried over MgSO4, and concentrated in vacuo. The residue w... The reactants are C1(C=2C(C(=O)O1)=CC=CC2)=O (phthalic anhydride), C(C)C1(OCCN)CC(=C(C=C1)N)CC (m-diethyl-aminophenetidine), C(=O)(O)C1=C(C(=O)C2=C(N(C3=CC=CC=C23)CC)C)C=CC=C1 (3-(o-carboxybenzoyl)-1-ethyl-2-methylindole), C(C)(=O)OC(C)=O (acetic anhydride), C(C)N1C(=CC2=CC=CC=C12)C (1-ethyl-2-methylindole). The solvent is O (water). Product: C(C)N(C1=CC(=C(C=C1)C1(OC(=O)C2=CC=CC=C12)C1=C(N(C2=CC=CC=C12)CC)C)OCC)CC (3-(4-Diethylamino-2-Ethoxyphenyl)-3-(1-Ethyl-2-Methylindol-3-yl)Phthalide). As a reaction SMILES: C([C:3]1([CH:12]=[CH:11][C:10](N)=[C:9](CC)[CH2:8]1)[O:4][CH2:5][CH2:6]N)C.C(C1C=CC=CC=1C([C:23]1[C:31]2[C:26](=[CH:27][CH:28]=[CH:29][CH:30]=2)[N:25]([CH2:32][CH3:33])[C:24]=1[CH3:34])=O)(O)=O.[CH2:39]([N:41]1C2C(=CC=CC=2)[CH:43]=[C:42]1C)[CH3:40].[C:51]1(=O)[O:56][C:54](=[O:55])[C:53]2=[CH:57][CH:58]=[CH:59][CH:60]=[C:52]12.C(OC(=O)C)(=O)C>O>[CH2:39]([N:41]([CH2:42][CH3:43])[C:9]1[CH:10]=[CH:11][C:12]([C:51]2([C:23]3[C:31]4[C:26](=[CH:27][CH:28]=[CH:29][CH:30]=4)[N:25]([CH2:32][CH3:33])[C:24]=3[CH3:34])[C:52]3[C:53](=[CH:57][CH:58]=[CH:59][CH:60]=3)[C:54](=[O:55])[O:56]2)=[C:3]([O:4][CH2:5][CH3:6])[CH:8]=1)[CH3:40]. Procedure details: In a flask were charged 0.05 mol of m-diethyl-aminophenetidine and 0.05 mol of 3-(o-carboxybenzoyl)-1-ethyl-2-methylindole obtained by reacting 1-ethyl-2-methylindole and phthalic anhydride, and 0.3 mol of acetic anhydride was added thereto, followed by heating at 60° to 80° C. The reaction proceeded rapidly, and the reaction system assumed a bluish purple color. The reaction mixture was poured into water, and the precipitated crystals were collected by filtration and recrystallized from toluene... Reactants: C(C)(C)(C)N1N=CC(=C1C1=CC=C(C=C1)OC)C(C)=O (1-(1-tert-butyl-5-(4-methoxyphenyl)-1H-pyrazol-4-yl)ethanone), [Br-].[Br-].[Br-].C[N+](C1=CC=CC=C1)(C)C.C[N+](C)(C)C1=CC=CC=C1.C[N+](C)(C)C1=CC=CC=C1 (trimethylphenylammonium tribromide). Solvent: C1CCOC1 (THF), C1CCOC1 (THF). Run at temperature 0 celsius, time 14 hour. Product: BrCC(=O)C=1C=NN(C1C1=CC=C(C=C1)OC)C(C)(C)C (2-bromo-1-(1-tert-butyl-5-(4-methoxyphenyl)-1H-pyrazol-4-yl)ethanone). Isolated yield 32.1%. RXN SMILES: [C:1]([N:5]1[C:9]([C:10]2[CH:15]=[CH:14][C:13]([O:16][CH3:17])=[CH:12][CH:11]=2)=[C:8]([C:18](=[O:20])[CH3:19])[CH:7]=[N:6]1)([CH3:4])([CH3:3])[CH3:2].[Br-:21].[Br-].[Br-].C[N+](C)(C)C1C=CC=CC=1.C[N+](C1C=CC=CC=1)(C)C.C[N+](C1C=CC=CC=1)(C)C>C1COCC1>[Br:21][CH2:19][C:18]([C:8]1[CH:7]=[N:6][N:5]([C:1]([CH3:4])([CH3:3])[CH3:2])[C:9]=1[C:10]1[CH:11]=[CH:12][C:13]([O:16][CH3:17])=[CH:14][CH:15]=1)=[O:20] |f:1.2.3.4.5.6|. Procedure details: To a solution of the compound (260 mg, 0.95 mmol) obtained in step 4 in THF (5 mL) was added dropwise a solution of trimethylphenylammonium tribromide (359 mg, 0.95 mmol) in THF (5 mL) at 0° C. The reaction mixture was stirred at 0° C. for 14 hr, and the precipitate was filtered. The filtrate was concentrated under reduced pressure, and the residue was purified by silica gel column chromatography (solvent gradient; 2→45% ethyl acetate/hexane) to give 2-bromo-1-(1-tert-butyl-5-(4-methoxyphenyl)-1... The reactants are N1(C=NC2=C1C=CC=C2)C2=NC=CC(=N2)NC(C)C2N(CCN(C2)C(NC2=CC=CC1=CC=CC=C21)=O)C(=O)OCC2=CC=CC=C2 (2-[benzimidazol-1-yl]-4-[1-(1-(benzyloxycarbonyl)-4-(N-naphth-1-yl-carbamoyl)-piperazine-2-yl)ethylamino]pyrimidine), C=O (formaldehyde), [BH3-]C#N.[Na+] (NaBH3CN). Yields the product N1(C=NC2=C1C=CC=C2)C2=NC=CC(=N2)NC(C)C2N(CCN(C2)C(NC2=CC=CC1=CC=CC=C21)=O)C (2-[Benzimidazol-1-yl]-4-[1-(1-methyl-4-(N-naphth-1-yl-carbamoyl)piperazine-2-yl)-ethylamino]pyrimidine). RXN SMILES: [N:1]1([C:10]2[N:15]=[C:14]([NH:16][CH:17]([CH:19]3[CH2:24][N:23]([C:25](=[O:37])[NH:26][C:27]4[C:36]5[C:31](=[CH:32][CH:33]=[CH:34][CH:35]=5)[CH:30]=[CH:29][CH:28]=4)[CH2:22][CH2:21][N:20]3[C:38](OCC3C=CC=CC=3)=O)[CH3:18])[CH:13]=[CH:12][N:11]=2)[C:5]2[CH:6]=[CH:7][CH:8]=[CH:9][C:4]=2[N:3]=[CH:2]1.C=O.[BH3-]C#N.[Na+]>>[N:1]1([C:10]2[N:15]=[C:14]([NH:16][CH:17]([CH:19]3[CH2:24][N:23]([C:25](=[O:37])[NH:26][C:27]4[C:36]5[C:31](=[CH:32][CH:33]=[CH:34][CH:35]=5)[CH:30]=[CH:29][CH:28]=4)[CH2:22][CH2:21][N:20]3[CH3:38])[CH3:18])[CH:13]=[CH:12][N:11]=2)[C:5]2[CH:6]=[CH:7][CH:8]=[CH:9][C:4]=2[N:3]=[CH:2]1 |f:2.3|. Reported procedure: The title compound was prepared from 2-[benzimidazol-1-yl]-4-[1-(1-(benzyloxycarbonyl)-4-(N-naphth-1-yl-carbamoyl)-piperazine-2-yl)ethylamino]pyrimidine (50 mg), 37% aqueous formaldehyde (17 μL), and NaBH3CN (4.4 mg) according to the procedure described in EXAMPLE 14, Step G. Mass spectrum (ESI) 507.4 (M+1).